Dataset: the Open Reaction Database (ORD), a public repository of structured organic reaction records. Task: describe an organic reaction: reactants, conditions, products, and yield The reactants are NC1=NC=C(C(=C1[N+](=O)[O-])N1CCN(CC1)CC(=O)NC=1SC=CN1)Cl (2-[4-(2-amino-5-chloro-3-nitro-pyridin-4-yl)-piperazin-1-yl]-N-thiazol-2-yl-acetamide), NC1=NC=C(C(=C1[N+](=O)[O-])Cl)Cl (2-amino-4,5-dichloro-3-nitropyridine), COC1=CC=C(C=C1)C(=O)N1CCNCC1 ((4-methoxyphenyl)(piperazin-1-yl)methanone). The solvent is C(C)(C)O (isopropanol). The product is NC1=NC=C(C(=C1[N+](=O)[O-])N1CCN(CC1)C(=O)C1=CC=C(C=C1)OC)Cl ((4-(2-Amino-5-chloro-3-nitropyridin-4-yl)piperazin-1-yl)(4-methoxyphenyl)methanone). The yield is 60.6%. As a reaction SMILES: NC1C([N+]([O-])=O)=C(N2CCN(CC(NC3SC=CN=3)=O)CC2)C(Cl)=CN=1.[NH2:27][C:28]1[C:33]([N+:34]([O-:36])=[O:35])=[C:32](Cl)[C:31]([Cl:38])=[CH:30][N:29]=1.[CH3:39][O:40][C:41]1[CH:46]=[CH:45][C:44]([C:47]([N:49]2[CH2:54][CH2:53][NH:52][CH2:51][CH2:50]2)=[O:48])=[CH:43][CH:42]=1>C(O)(C)C>[NH2:27][C:28]1[C:33]([N+:34]([O-:36])=[O:35])=[C:32]([N:52]2[CH2:51][CH2:50][N:49]([C:47]([C:44]3[CH:45]=[CH:46][C:41]([O:40][CH3:39])=[CH:42][CH:43]=3)=[O:48])[CH2:54][CH2:53]2)[C:31]([Cl:38])=[CH:30][N:29]=1. Reported procedure: The method followed that used to prepare 2-[4-(2-amino-5-chloro-3-nitro-pyridin-4-yl)-piperazin-1-yl]-N-thiazol-2-yl-acetamide (Example 1, step 5), but using 2-amino-4,5-dichloro-3-nitropyridine (0.034 g, 0.16 mmol), isopropanol (3.0 ml), and (4-methoxyphenyl)(piperazin-1-yl)methanone (0.055 g, 0.25 mmol). Purification of the crude product on an isolute silica column using a gradient of ethyl acetate in dichloromethane as eluant (10 to 30%) afforded the title compound as a yellow solid (0.038 g,...